Dataset: the Open Reaction Database (ORD), a public repository of structured organic reaction records. Task: describe an organic reaction: reactants, conditions, products, and yield Starting materials: COC(=O)CC(=O)OC, CCCCCC1=CCCC1=O, C[O-], [Na+]. Yields the product CCCCCC1C(=O)CCC1C(C(=O)OC)C(=O)OC. Reaction SMILES: [C:12]([CH2:13][C:14](=[O:15])[O:16][CH3:17])(=[O:18])[O:19][CH3:20].[CH2:1]([CH2:2][CH2:3][CH2:4][CH3:5])[C:6]1=[CH:10][CH2:9][CH2:8][C:7]1=[O:11].[CH3:21][O-:22].[Na+:23]>>[CH2:1]([CH2:2][CH2:3][CH2:4][CH3:5])[CH:6]1[C:7](=[O:11])[CH2:8][CH2:9][CH:10]1[CH:13]([C:12](=[O:18])[O:19][CH3:20])[C:14](=[O:15])[O:16][CH3:17]. The reactants are [Al+3], COc1cc(C(=O)N2Cc3ccccc3C3(Cc4ccccc4O3)C2)cc(OC)c1OC, Cl, [H-], [H-], [H-], [H-], [Li+], C1CCOC1. Yields the product COc1cc(CN2Cc3ccccc3C3(Cc4ccccc4O3)C2)cc(OC)c1OC, Cl. Reaction SMILES: [Al+3:2].[CH3:7][O:8][c:9]1[cH:10][c:11]([C:12](=[O:13])[N:14]2[CH2:15][c:16]3[cH:17][cH:18][cH:19][cH:20][c:21]3[C:22]3([O:23][c:24]4[c:25]([cH:27][cH:28][cH:29][cH:30]4)[CH2:26]3)[CH2:31]2)[cH:32][c:33]([O:37][CH3:38])[c:34]1[O:35][CH3:36].[ClH:39].[H-:1].[H-:4].[H-:5].[H-:6].[Li+:3].[O:40]1[CH2:41][CH2:42][CH2:43][CH2:44]1>>[CH3:7][O:8][c:9]1[cH:10][c:11]([CH2:12][N:14]2[CH2:15][c:16]3[cH:17][cH:18][cH:19][cH:20][c:21]3[C:22]3([O:23][c:24]4[c:25]([cH:27][cH:28][cH:29][cH:30]4)[CH2:26]3)[CH2:31]2)[cH:32][c:33]([O:37][CH3:38])[c:34]1[O:35][CH3:36].[ClH:39]. Starting materials: NC(=CC#N)C1=CC=C(C=C1)OC1=CC=CC=C1 (3-amino-3-(4-phenoxyphenyl)acrylonitrile), BrC=1C=C(C=CC1)C(CC(=O)OCC)=O (ethyl 3-(3-bromophenyl)-3-oxopropanoate). Solvent: O (water). Product: BrC=1C=C(C=CC1)C1=CC(C(=C(N1)C1=CC=C(C=C1)OC1=CC=CC=C1)C#N)=O (6-(3-bromophenyl)-4-oxo-2-(4-phenoxyphenyl)-1,4-dihydropyridine-3-carbonitrile). Isolated yield 21.9%. As a reaction SMILES: [NH2:1][C:2]([C:6]1[CH:11]=[CH:10][C:9]([O:12][C:13]2[CH:18]=[CH:17][CH:16]=[CH:15][CH:14]=2)=[CH:8][CH:7]=1)=[CH:3][C:4]#[N:5].[Br:19][C:20]1[CH:21]=[C:22]([C:26](=O)[CH2:27][C:28](OCC)=[O:29])[CH:23]=[CH:24][CH:25]=1>O>[Br:19][C:20]1[CH:21]=[C:22]([C:26]2[NH:1][C:2]([C:6]3[CH:11]=[CH:10][C:9]([O:12][C:13]4[CH:18]=[CH:17][CH:16]=[CH:15][CH:14]=4)=[CH:8][CH:7]=3)=[C:3]([C:4]#[N:5])[C:28](=[O:29])[CH:27]=2)[CH:23]=[CH:24][CH:25]=1. Procedure details: A mixture of 3-amino-3-(4-phenoxyphenyl)acrylonitrile (0.553 g, 2342 mmol) and ethyl 3-(3-bromophenyl)-3-oxopropanoate (2.540 g, 9.37 mmol) was microwaved at 230° C. for 20 min. After cooling to room temperature, the mixture was diluted with water and extracted with ethyl acetate (100 mL). The ethyl acetate phase was washed with saturated ammonium chloride, brine, dried (MgSO4), and concentrated. Silica gel chromatography, eluting with 0-80% ethyl acetate in hexanes, gave 6-(3-bromophenyl)-4-oxo...